The task is: describe an organic reaction: reactants, conditions, products, and yield. This data is from the Open Reaction Database (ORD), a public repository of structured organic reaction records. The reactants are CC(C)c1nc(CN(C)C(=O)NC(C(=O)O)C(C)C)co1, CO, ClCCl, NC(Cc1ccccc1)CC(O)C(Cc1ccccc1)NC(=O)OCc1ccno1. Product: CC(C)c1nc(CN(C)C(=O)NC(C(=O)NC(Cc2ccccc2)CC(O)C(Cc2ccccc2)NC(=O)OCc2ccno2)C(C)C)co1. As a reaction SMILES: [CH3:31][N:32]([CH2:33][c:34]1[n:35][c:36]([CH:39]([CH3:40])[CH3:41])[o:37][cH:38]1)[C:42](=[O:43])[NH:44][CH:45]([CH:46]([CH3:47])[CH3:48])[C:49](=[O:50])[OH:51].[CH3:52][OH:53].[Cl:54][CH2:55][Cl:56].[NH2:1][CH:2]([CH2:3][CH:4]([CH:5]([CH2:6][c:7]1[cH:8][cH:9][cH:10][cH:11][cH:12]1)[NH:13][C:14](=[O:15])[O:16][CH2:17][c:18]1[cH:19][cH:20][n:21][o:22]1)[OH:23])[CH2:24][c:25]1[cH:26][cH:27][cH:28][cH:29][cH:30]1>>[NH:1]([CH:2]([CH2:3][CH:4]([CH:5]([CH2:6][c:7]1[cH:8][cH:9][cH:10][cH:11][cH:12]1)[NH:13][C:14](=[O:15])[O:16][CH2:17][c:18]1[cH:19][cH:20][n:21][o:22]1)[OH:23])[CH2:24][c:25]1[cH:26][cH:27][cH:28][cH:29][cH:30]1)[C:49]([CH:45]([NH:44][C:42]([N:32]([CH3:31])[CH2:33][c:34]1[n:35][c:36]([CH:39]([CH3:40])[CH3:41])[o:37][cH:38]1)=[O:43])[CH:46]([CH3:47])[CH3:48])=[O:50]. Reactants: C(#N)C1=CC=C2C=3C(C4=C(C(C3NC2=C1)(C)C)C=C(C=C4)OS(=O)(=O)C(F)(F)F)=O (Trifluoro-methanesulfonic acid 3-cyano-6,6-dimethyl-11-oxo-6,11-dihydro-5H-benzo[b]carbazol-8-yl ester), CN1N=CC(=C1)B1OC(C(O1)(C)C)(C)C (1-methyl-4-(4,4,5,5-tetramethyl-1,3,2-dioxaborolan-2-yl)-1H-pyrazole). Procedure details: Under the same conditions as the method for synthesizing Compound B2-22-1, the title compound was prepared from Compound B1 and 1-methyl-4-(4,4,5,5-tetramethyl-1,3,2-dioxaborolan-2-yl)-1H-pyrazole. The product is CC1(C2=C(C(C=3C4=CC=C(C=C4NC13)C#N)=O)C=CC(=C2)C=2C=NN(C2)C)C (6,6-Dimethyl-8-(1-methyl-1H-pyrazol-4-yl)-11-oxo-6,11-dihydro-5H-benzo[b]carbazole-3-carbonitrile). RXN SMILES: [C:1]([C:3]1[CH:15]=[C:14]2[C:6]([C:7]3[C:8](=[O:30])[C:9]4[CH:21]=[CH:20][C:19](OS(C(F)(F)F)(=O)=O)=[CH:18][C:10]=4[C:11]([CH3:17])([CH3:16])[C:12]=3[NH:13]2)=[CH:5][CH:4]=1)#[N:2].[CH3:31][N:32]1[CH:36]=[C:35](B2OC(C)(C)C(C)(C)O2)[CH:34]=[N:33]1>>[CH3:16][C:11]1([CH3:17])[C:12]2[NH:13][C:14]3[C:6](=[CH:5][CH:4]=[C:3]([C:1]#[N:2])[CH:15]=3)[C:7]=2[C:8](=[O:30])[C:9]2[CH:21]=[CH:20][C:19]([C:35]3[CH:34]=[N:33][N:32]([CH3:31])[CH:36]=3)=[CH:18][C:10]1=2. Starting materials: BrC=1C=CC=C2C(=NC(=NC12)C(C1=NC=C(C=C1)F)(F)F)SC (8-bromo-2-(difluoro(5-fluoropyridin-2-yl)methyl)-4-(methylthio)quinazoline), CS(=O)[O-].[Na+] (sodium methanesulfinate), CN(CCN)C (N,N-dimethylethylenediamine), CS(=O)C (DMSO). Reaction conditions: temperature 120 celsius. Yields the product FC(C1=NC2=C(C=CC=C2C(=N1)O)S(=O)(=O)C)(C1=NC=C(C=C1)F)F (2-(difluoro(5-fluoropyridin-2-yl)methyl)-8-(methylsulfonyl)quinazolin-4-ol). Yield: 27.0%. RXN SMILES: Br[C:2]1[CH:3]=[CH:4][CH:5]=[C:6]2[C:11]=1[N:10]=[C:9]([C:12]([F:21])([F:20])[C:13]1[CH:18]=[CH:17][C:16]([F:19])=[CH:15][N:14]=1)[N:8]=[C:7]2SC.[CH3:24][S:25]([O-:27])=[O:26].[Na+].CN(C)CCN.CS(C)=[O:37]>>[F:20][C:12]([F:21])([C:13]1[CH:18]=[CH:17][C:16]([F:19])=[CH:15][N:14]=1)[C:9]1[N:8]=[C:7]([OH:37])[C:6]2[C:11](=[C:2]([S:25]([CH3:24])(=[O:27])=[O:26])[CH:3]=[CH:4][CH:5]=2)[N:10]=1 |f:1.2|. Reported procedure: To a mixture of 8-bromo-2-(difluoro(5-fluoropyridin-2-yl)methyl)-4-(methylthio)quinazoline from Example 35 step B (400 mg, 1 mmol), copper(I) trifluoromethanesulfonate benzene complex (503 mg, 1 mmol), sodium methanesulfinate (752 mg, 6.26 mmol) and N,N-dimethylethylenediamine (0.039 mL, 0.36 mmol) was added DMSO (15 mL). The reaction vessel was evacuated and flushed with argon (2×), and the mixture was heated in a microwave synthesizer at 120° C. for 10 min. The mixture was filtered and the fil...